describe an organic reaction: reactants, conditions, products, and yield From a dataset of the Open Reaction Database (ORD), a public repository of structured organic reaction records. The reactants are ClC(C(C(C(F)(F)F)(F)F)(F)F)Cl (1,1-dichloro-2,2,3,3,4,4,4-heptafluorobutane), FC(CO)(C(C(F)(F)F)(F)F)F (2,2,3,3,4,4,4-heptafluorobutanol), C1(=CC=C(C=C1)S(=O)(=O)Cl)C (p-toluenesulfonyl chloride). Yields the product FC(COS(=O)(=O)C1=CC=C(C=C1)C)(C(C(F)(F)F)(F)F)F (2,2,3,3,4,4,4-heptafluorobutyl-p-toluenesulfonate). RXN SMILES: ClC(Cl)C(F)(F)C(F)(F)C(F)(F)F.[F:14][C:15]([F:25])([C:18]([F:24])([F:23])[C:19]([F:22])([F:21])[F:20])[CH2:16][OH:17].[C:26]1([CH3:36])[CH:31]=[CH:30][C:29]([S:32](Cl)(=[O:34])=[O:33])=[CH:28][CH:27]=1>>[F:14][C:15]([F:25])([C:18]([F:23])([F:24])[C:19]([F:20])([F:21])[F:22])[CH2:16][O:17][S:32]([C:29]1[CH:30]=[CH:31][C:26]([CH3:36])=[CH:27][CH:28]=1)(=[O:34])=[O:33]. Procedure: For example, to prepare 1,1-dichloro-2,2,3,3,4,4,4-heptafluorobutane, 2,2,3,3,4,4,4-heptafluorobutanol and p-toluenesulfonyl chloride are reacted to form 2,2,3,3,4,4,4-heptafluorobutyl-p-toluenesulfonate. Then, N-methylpyrrolidone, lithium chloride, and the 2,2,3,3,4,4,4-heptafluorobutyl-p-toluenesulfonate are reacted to form 1-chloro-2,2,3,3,4,4,4-heptafluorobutane. Finally, chlorine and the 1-chloro-2,2,3,3,4,4,4-heptafluorobutane are reacted to form the 1,1-dichloro-2,2,3,3,4,4,4-heptafluorob... The reactants are N1(CCCCC1)CC=1C=C(OCCCN)C=CC1 (3-[3-(1-piperidinylmethyl)phenoxy]propanamine), CN(N=CC1=CC=CC=C1)C(=NC(CC1=CC=CC=C1)=O)SC (methyl 1-methyl-N-phenylacetyl-2-(phenylmethylene)hydrazinecarboximidothioate). Run in light petroleum, C1CCCCC1 (cyclohexane). Product: CN(N=CC1=CC=CC=C1)C(=NC(CC1=CC=CC=C1)=O)NCCCOC1=CC(=CC=C1)CN1CCCCC1 (N-[[1-methyl-2-(phenylmethylene)hydrazino][[3-[3-(1-piperidinylmethyl)phenoxy]propyl]amino]methylene]benzeneacetamide). The yield is 80.8%. Reaction SMILES: [N:1]1([CH2:7][C:8]2[CH:9]=[C:10]([CH:16]=[CH:17][CH:18]=2)[O:11][CH2:12][CH2:13][CH2:14][NH2:15])[CH2:6][CH2:5][CH2:4][CH2:3][CH2:2]1.[CH3:19][N:20]([C:29](SC)=[N:30][C:31](=[O:39])[CH2:32][C:33]1[CH:38]=[CH:37][CH:36]=[CH:35][CH:34]=1)[N:21]=[CH:22][C:23]1[CH:28]=[CH:27][CH:26]=[CH:25][CH:24]=1>C1CCCCC1>[CH3:19][N:20]([C:29]([NH:15][CH2:14][CH2:13][CH2:12][O:11][C:10]1[CH:16]=[CH:17][CH:18]=[C:8]([CH2:7][N:1]2[CH2:6][CH2:5][CH2:4][CH2:3][CH2:2]2)[CH:9]=1)=[N:30][C:31](=[O:39])[CH2:32][C:33]1[CH:34]=[CH:35][CH:36]=[CH:37][CH:38]=1)[N:21]=[CH:22][C:23]1[CH:28]=[CH:27][CH:26]=[CH:25][CH:24]=1. Reported procedure: A mixture of 3-[3-(1-piperidinylmethyl)phenoxy]propanamine (0.38 g) and methyl 1-methyl-N-phenylacetyl-2-(phenylmethylene)hydrazinecarboximidothioate (0.5 g) was heated at 50° under water pump vacuum during 4 h. The residue was dissolved in cyclohexane (20 ml) and light petroleum (b.p. 60°-80°) was added. The precipitate was removed by filtration and the filtrate was evaporated to give the title compound (0.65 g) as a colourless oil. tlc. System A Rf 0.7. The reactants are N1N=CC2=CC(=CC=C12)NC1=NC(=NC2=CC=CC=C12)C=1C=C(OCC(=O)N[C@@H]2CN(CC2)C(=O)OC(C)(C)C)C=CC1 ((3 S)-tert-butyl 3-(2-(3-(4-(1H-indazol-5-ylamino)quinazolin-2-yl)phenoxy)acetamido)pyrrolidine-1-carboxylate), C(=O)(C(F)(F)F)O (TFA). Run in C(Cl)Cl (CH2Cl2). Yields the product N1N=CC2=CC(=CC=C12)NC1=NC(=NC2=CC=CC=C12)C=1C=C(OCC(=O)N[C@@H]2CNCC2)C=CC1 (2-(3-(4-(1H-indazol-5-ylamino)quinazolin-2-yl)phenoxy)-N—((S)-pyrrolidin-3-yl)acetamide). RXN SMILES: [NH:1]1[C:9]2[C:4](=[CH:5][C:6]([NH:10][C:11]3[C:20]4[C:15](=[CH:16][CH:17]=[CH:18][CH:19]=4)[N:14]=[C:13]([C:21]4[CH:22]=[C:23]([CH:41]=[CH:42][CH:43]=4)[O:24][CH2:25][C:26]([NH:28][C@H:29]4[CH2:33][CH2:32][N:31](C(OC(C)(C)C)=O)[CH2:30]4)=[O:27])[N:12]=3)=[CH:7][CH:8]=2)[CH:3]=[N:2]1.C(O)(C(F)(F)F)=O>C(Cl)Cl>[NH:1]1[C:9]2[C:4](=[CH:5][C:6]([NH:10][C:11]3[C:20]4[C:15](=[CH:16][CH:17]=[CH:18][CH:19]=4)[N:14]=[C:13]([C:21]4[CH:22]=[C:23]([CH:41]=[CH:42][CH:43]=4)[O:24][CH2:25][C:26]([NH:28][C@H:29]4[CH2:33][CH2:32][NH:31][CH2:30]4)=[O:27])[N:12]=3)=[CH:7][CH:8]=2)[CH:3]=[N:2]1. Procedure: To (3 S)-tert-butyl 3-(2-(3-(4-(1H-indazol-5-ylamino)quinazolin-2-yl)phenoxy)acetamido)pyrrolidine-1-carboxylate was added a solution of 1:1 TFA:CH2Cl2 (3 mL) and stirred at RT for 2 h. The reaction mixture was concentrated in vacuo and the crude product was purified by prep HPLC (method 10-35_90 mins) to afford 2-(3-(4-(1H-indazol-5-ylamino)quinazolin-2-yl)phenoxy)-N—((S)-pyrrolidin-3-yl)acetamide. (33 mg, 0.069 mmol)